This data is from the Open Reaction Database (ORD), a public repository of structured organic reaction records. The task is: describe an organic reaction: reactants, conditions, products, and yield Reactants: C(Cl)Cl (Methylene dichloride), O (water), CC=1C=NC(=C(C1OC)C)C[S+](C=2NC=3C=CC(=CC3N2)OC)[O-].[Ca] (esomeprazole calcium). The solvent is C(C)(=O)O (acetic acid). Conditions: temperature 27.5 celsius. The product is CC=1C=NC(=C(C1OC)C)C[S+](C=2NC=3C=CC(=CC3N2)OC)[O-] (esomeprazole). RXN SMILES: C(Cl)Cl.O.[CH3:5][C:6]1[CH:7]=[N:8][C:9]([CH2:15][S+:16]([O-:28])[C:17]2[NH:18][C:19]3[CH:20]=[CH:21][C:22]([O:26][CH3:27])=[CH:23][C:24]=3[N:25]=2)=[C:10]([CH3:14])[C:11]=1[O:12][CH3:13].[Ca]>C(O)(=O)C>[CH3:5][C:6]1[CH:7]=[N:8][C:9]([CH2:15][S+:16]([O-:28])[C:17]2[NH:18][C:19]3[CH:20]=[CH:21][C:22]([O:26][CH3:27])=[CH:23][C:24]=3[N:25]=2)=[C:10]([CH3:14])[C:11]=1[O:12][CH3:13] |f:2.3|. Procedure: Methylene dichloride (130 ml) and water (65 ml) are added to enantiomerically pure esomeprazole calcium salt (13 gm, obtained in step-II) under stirring at 25-30° C., the contents are cooled to 15° C. and then pH of the mass is adjusted to 7.0-7.5 with acetic acid. The resulting mass is stirred for 15 minutes, separated the layers and the aqueous layer is extracted with methylene dichloride (100 ml). The total organic layer is washed with 5% NaCl solution (65 ml), dried over sodium sulfate and t... Reactants: O (Water), COC(=O)C[C@@H]1N[C@H](CN(C1)S(=O)(=O)C1=CC2=CC=C(C=C2C=C1)Cl)CC(=O)OC (trans-2,6-bis(methoxycarbonylmethyl)-4-[(6-chloronaphthalen-2-yl)sulfonyl]piperazine), C(C)(C)N(C(C)C)CC (N,N-diisopropylethylamine), BrC1=CC=C(C(=O)Cl)C=C1 (4-bromobenzoyl chloride). Solvent: ClCCl (dichloromethane), ClCCl (dichloromethane). Run at time 5.5 hour. Yields the product COC(=O)C[C@@H]1N([C@H](CN(C1)S(=O)(=O)C1=CC2=CC=C(C=C2C=C1)Cl)CC(=O)OC)C(C1=CC=C(C=C1)Br)=O (trans-2,6-Bis(methoxycarbonylmethyl)-1-(4-bromobenzoyl)-4-[(6-chloronaphthalen-2-yl)sulfonyl]piperazine). As a reaction SMILES: [CH3:1][O:2][C:3]([CH2:5][C@H:6]1[CH2:11][N:10]([S:12]([C:15]2[CH:24]=[CH:23][C:22]3[C:17](=[CH:18][CH:19]=[C:20]([Cl:25])[CH:21]=3)[CH:16]=2)(=[O:14])=[O:13])[CH2:9][C@H:8]([CH2:26][C:27]([O:29][CH3:30])=[O:28])[NH:7]1)=[O:4].C(N(CC)C(C)C)(C)C.[Br:40][C:41]1[CH:49]=[CH:48][C:44]([C:45](Cl)=[O:46])=[CH:43][CH:42]=1.O>ClCCl>[CH3:30][O:29][C:27]([CH2:26][C@H:8]1[CH2:9][N:10]([S:12]([C:15]2[CH:24]=[CH:23][C:22]3[C:17](=[CH:18][CH:19]=[C:20]([Cl:25])[CH:21]=3)[CH:16]=2)(=[O:13])=[O:14])[CH2:11][C@H:6]([CH2:5][C:3]([O:2][CH3:1])=[O:4])[N:7]1[C:45](=[O:46])[C:44]1[CH:48]=[CH:49][C:41]([Br:40])=[CH:42][CH:43]=1)=[O:28]. Procedure: In dichloromethane (8 ml), the trans-2,6-bis(methoxycarbonylmethyl)-4-[(6-chloronaphthalen-2-yl)sulfonyl]piperazine (79.7 mg) was dissolved. Under ice cooling, N,N-diisopropylethylamine (68.0 μl) and a solution of 4-bromobenzoyl chloride (51.0 mg) in dichloromethane (2 ml) were added to the resulting solution, followed by stirring at room temperature for 5.5 hours. Water was added to the reaction mixture to separate the organic layer. The organic layer was washed with saturate aqueous NaCl solut... Reactants: ClC1=C(C=CC(=C1)Cl)C=1N=C(C(=NC1CC)N[C@H]1[C@H](CC2=CC=CC=C12)O)CC ((1R,2S)-1-{[5-(2,4-dichlorophenyl)-3,6-diethylpyrazin-2-yl]amino}-2,3-dihydro-1H-inden-2-ol), BrC=1N=C(C(=NC1CC)N[C@H]1[C@@H](CCC2=C1C=CS2)CCC)CC (5-bromo-3,6-diethyl-N-[Trans-5-propyl-4,5,6,7-tetrahydro-1-benzothien-4-yl]pyrazin-2-amine). The reagents and catalysts are [Pd].C1(=CC=CC=C1)P(C1=CC=CC=C1)C1=CC=CC=C1.C1(=CC=CC=C1)P(C1=CC=CC=C1)C1=CC=CC=C1.C1(=CC=CC=C1)P(C1=CC=CC=C1)C1=CC=CC=C1.C1(=CC=CC=C1)P(C1=CC=CC=C1)C1=CC=CC=C1 (tetrakis(triphenylphosphine) palladium). Run in COCCOC (ethylene glycol dimethyl ether). Yields the product ClC1=C(C=CC(=C1)Cl)C=1N=C(C(=NC1CC)N[C@H]1[C@@H](CCC2=C1C=CS2)CCC)CC (5-(2,4-dichlorophenyl)-3,6-diethyl-N-[Trans-5-propyl-4,5,6,7-tetrahydro-1-benzothien-4-yl]pyrazin-2-amine). Reaction SMILES: [Cl:1][C:2]1[CH:7]=[C:6]([Cl:8])[CH:5]=[CH:4][C:3]=1[C:9]1[N:10]=[C:11]([CH2:28][CH3:29])[C:12]([NH:17][C@@H:18]2[C:26]3[C:21](=[CH:22][CH:23]=[CH:24][CH:25]=3)[CH2:20][C@@H:19]2O)=[N:13][C:14]=1[CH2:15][CH3:16].BrC1N=C(CC)C(N[C@@H]2C3[CH:46]=[CH:47][S:48]C=3CC[C@H]2CCC)=NC=1CC>[Pd].C1(P(C2C=CC=CC=2)C2C=CC=CC=2)C=CC=CC=1.C1(P(C2C=CC=CC=2)C2C=CC=CC=2)C=CC=CC=1.C1(P(C2C=CC=CC=2)C2C=CC=CC=2)C=CC=CC=1.C1(P(C2C=CC=CC=2)C2C=CC=CC=2)C=CC=CC=1.COCCOC>[Cl:1][C:2]1[CH:7]=[C:6]([Cl:8])[CH:5]=[CH:4][C:3]=1[C:9]1[N:10]=[C:11]([CH2:28][CH3:29])[C:12]([NH:17][C@@H:18]2[C:19]3[CH:46]=[CH:47][S:48][C:20]=3[CH2:22][CH2:21][C@H:26]2[CH2:25][CH2:24][CH3:23])=[N:13][C:14]=1[CH2:15][CH3:16] |f:2.3.4.5.6|. Procedure: Following the procedure for the preparation of (1R,2S)-1-{[5-(2,4-dichlorophenyl)-3,6-diethylpyrazin-2-yl]amino}-2,3-dihydro-1H-inden-2-ol but substituting 5-bromo-3,6-diethyl-N-[Trans-5-propyl-4,5,6,7-tetrahydro-1-benzothien-4-yl]pyrazin-2-amine, ethylene glycol dimethyl ether and tetrakis(triphenylphosphine) palladium and making non-critical variations provided the title compound as a oil: 1H NMR (300 MHz, CDCl3) δ) 7.50, 7.35-7.31, 7.11, 6.91, 5.21, 4.59, 2.82, 2.64, 2.48, 2.05, 1.82, 1.43-1.... Reactants: NC1=NC(=C(C(=N1)OS(=O)(=O)C(F)(F)F)C#N)C=1OC=CC1 (trifluoromethanesulfonic acid 2-amino-5-cyano-6-furan-2-yl-pyrimidin-4-yl ester), C(=C)(C)B(O)O (isopropenylboronic acid), C([O-])([O-])=O.[Na+].[Na+] (sodium carbonate). Reagents/catalysts: C1=CC=C(C=C1)P(C2=CC=CC=C2)C3=CC=CC=C3.C1=CC=C(C=C1)P(C2=CC=CC=C2)C3=CC=CC=C3.C1=CC=C(C=C1)P(C2=CC=CC=C2)C3=CC=CC=C3.C1=CC=C(C=C1)P(C2=CC=CC=C2)C3=CC=CC=C3.[Pd] (tetrakis(triphenylphosphine)palladium(O)). The solvent is O1CCOCC1.O (dioxane water). Yields the product NC1=NC(=C(C(=N1)C=1OC=CC1)C#N)C(=C)C (2-Amino-4-furan-2-yl-6-isopropenyl-pyrimidine-5-carbonitrile). Reaction SMILES: [NH2:1][C:2]1[N:7]=[C:6](OS(C(F)(F)F)(=O)=O)[C:5]([C:16]#[N:17])=[C:4]([C:18]2[O:19][CH:20]=[CH:21][CH:22]=2)[N:3]=1.[C:23](B(O)O)([CH3:25])=[CH2:24].C(=O)([O-])[O-].[Na+].[Na+]>O1CCOCC1.O.C1C=CC(P(C2C=CC=CC=2)C2C=CC=CC=2)=CC=1.C1C=CC(P(C2C=CC=CC=2)C2C=CC=CC=2)=CC=1.C1C=CC(P(C2C=CC=CC=2)C2C=CC=CC=2)=CC=1.C1C=CC(P(C2C=CC=CC=2)C2C=CC=CC=2)=CC=1.[Pd]>[NH2:1][C:2]1[N:3]=[C:4]([C:18]2[O:19][CH:20]=[CH:21][CH:22]=2)[C:5]([C:16]#[N:17])=[C:6]([C:23]([CH3:25])=[CH2:24])[N:7]=1 |f:2.3.4,5.6,7.8.9.10.11|. Procedure details: From trifluoromethanesulfonic acid 2-amino-5-cyano-6-furan-2-yl-pyrimidin-4-yl ester, isopropenylboronic acid, tetrakis(triphenylphosphine)palladium(O) and sodium carbonate in dioxane/water. EI-MS m/e (%): 226 (M+, 74), 225 ([M—H]+, 100). Reactants: CC(=O)O[BH-](OC(C)=O)OC(C)=O, CCOC(=O)C=Cc1ccc(N(C(=O)OC(C)(C)C)C2CCNC2)nc1, CCOC(C)=O, CCN(C(C)C)C(C)C, [Cl-], ClCCCl, Cl, Cl, [NH4+], [Na+], O=C1CCCCC1. Product: CCOC(=O)C=Cc1ccc(N(C(=O)OC(C)(C)C)C2CCN(C3CCCCC3)C2)nc1. Reaction SMILES: [C:36]([O:37][BH-:38]([O:39][C:40](=[O:41])[CH3:42])[O:43][C:44](=[O:45])[CH3:46])(=[O:47])[CH3:48].[C:3]([CH3:4])([CH3:5])([CH3:6])[O:7][C:8](=[O:9])[N:10]([c:11]1[cH:12][cH:13][c:14]([CH:17]=[CH:18][C:19](=[O:20])[O:21][CH2:22][CH3:23])[cH:15][n:16]1)[CH:24]1[CH2:25][NH:26][CH2:27][CH2:28]1.[CH3:65][CH2:66][O:67][C:68](=[O:69])[CH3:70].[CH:50]([N:51]([CH2:52][CH3:53])[CH:54]([CH3:55])[CH3:56])([CH3:57])[CH3:58].[Cl-:59].[Cl:61][CH2:62][CH2:63][Cl:64].[ClH:1].[ClH:2].[NH4+:60].[Na+:49].[O:29]=[C:30]1[CH2:31][CH2:32][CH2:33][CH2:34][CH2:35]1>>[C:3]([CH3:4])([CH3:5])([CH3:6])[O:7][C:8](=[O:9])[N:10]([c:11]1[cH:12][cH:13][c:14]([CH:17]=[CH:18][C:19](=[O:20])[O:21][CH2:22][CH3:23])[cH:15][n:16]1)[CH:24]1[CH2:25][N:26]([CH:30]2[CH2:31][CH2:32][CH2:33][CH2:34][CH2:35]2)[CH2:27][CH2:28]1. Product: C1(=CC=CC=C1)NC(=O)NC1=NN(C=C1C(=O)O)CC1=CC=CC=C1 (N-phenyl-N'-(1-benzyl-4-carboxypyrazol-3-yl)urea). Run in CO (methanol). The yield is 86.2%. Procedure details: A mixture of the compound of Example 4 (300 mg, 0.7 mmol), DMF (5 ml), methanol (40 ml), and 5% Pd/C (30 mg) was stirred for 24 h under hydrogen. After filtration of the reaction mixture, the filtrate was evaporated under reduced pressure to give the title compound (203 mg, yield 86%). As a reaction SMILES: [C:1]1([NH:7][C:8]([NH:10][C:11]2[C:15]([C:16]([O:18]CC3C=CC=CC=3)=[O:17])=[CH:14][N:13]([CH2:26][C:27]3[CH:32]=[CH:31][CH:30]=[CH:29][CH:28]=3)[N:12]=2)=[O:9])[CH:6]=[CH:5][CH:4]=[CH:3][CH:2]=1.CN(C=O)C>[Pd].CO>[C:1]1([NH:7][C:8]([NH:10][C:11]2[C:15]([C:16]([OH:18])=[O:17])=[CH:14][N:13]([CH2:26][C:27]3[CH:32]=[CH:31][CH:30]=[CH:29][CH:28]=3)[N:12]=2)=[O:9])[CH:2]=[CH:3][CH:4]=[CH:5][CH:6]=1. Reactants: C1(=CC=CC=C1)NC(=O)NC1=NN(C=C1C(=O)OCC1=CC=CC=C1)CC1=CC=CC=C1 (N-phenyl-N'-(1-benzyl-4-benzyloxycarbonylpyrazol-3-yl)urea), CN(C)C=O (DMF). Reagents/catalysts: [Pd] (Pd/C). Run at time 24 hour.